Dataset: the Open Reaction Database (ORD), a public repository of structured organic reaction records. Task: describe an organic reaction: reactants, conditions, products, and yield Reactants: [OH-].[Na+] (sodium hydroxide), N(O)=C(C(=O)OCC)C#N (ethyl oximinocyanoacetate), formylamino, Cl.CSC=1NCC(N1)(C)C (2-methylthio-4,4-dimethyl-2-imidazoline hydrochloride), CC(CN)C (2-methylpropylamine), ClC1=CC=C(CN)C=C1 (p-chlorobenzylamine), nitroso, S(=O)(=O)([O-])S(=O)(=O)[O-].[Na+].[Na+] (sodium dithionate). The solvent is C(=O)O (formic acid). The product is NC=1N(C=2N(C(C1N=O)=O)CC(N2)(C)C)CC(C)C (7-Amino-2,3-dihydro-2,2-dimethyl-8-(2-methylpropyl)-6-nitrosoimidazo[1,2-a]pyrimidin-5(8H)-one). As a reaction SMILES: Cl.CS[C:4]1[NH:5][CH2:6][C:7]([CH3:10])([CH3:9])[N:8]=1.[CH3:11][CH:12]([CH3:15])[CH2:13][NH2:14].ClC1C=CC(CN)=CC=1.[N:25](=[C:27]([C:33]#[N:34])[C:28](OCC)=[O:29])[OH:26].S(S([O-])(=O)=O)([O-])(=O)=O.[Na+].[Na+].[OH-].[Na+]>C(O)=O>[NH2:34][C:33]1[N:14]([CH2:13][CH:12]([CH3:15])[CH3:11])[C:4]2[N:5]([CH2:6][C:7]([CH3:10])([CH3:9])[N:8]=2)[C:28](=[O:29])[C:27]=1[N:25]=[O:26] |f:0.1,5.6.7,8.9|. Procedure details: 7-Amino-2,3-dihydro-2,2-dimethyl-8-(2-methylpropyl)-6-nitrosoimidazo[1,2-a]pyrimidin-5(8H)-one was prepared by reaction of the 2-methylthio-4,4-dimethyl-2-imidazoline hydrochloride with 2-methylpropylamine according to the method of Procedure 103 by substitution of the latter for p-chlorobenzylamine. The reaction product from this step was then condensed with ethyl oximinocyanoacetate as described in Procedure 103. The resulting nitroso compound was then reduced with sodium dithionate in formic ... The reactants are C1(=CC=C(C=C1)S(=O)(=O)O)C (4-toluene sulphonic acid), CN(C(OC(C)(C)C)=O)[C@H]1[C@H](CC2=CC=CC=C12)OC1OCCCC1 (tert-Butyl methyl[(1R,2S)-2-(tetrahydro-2H-pyran-2-yloxy)-2,3-dihydro-1H-inden-1-yl]carbamate), C(=O)(O)[O-].[Na+] (NaHCO3), O (water). Run in CO (methanol), C(C)(=O)OCC (ethyl acetate). Run at time 2 hour. Yields the product C(C)(C)(C)OC(NC[C@@H]1[C@H](CC2=CC=CC=C12)O)=O (tert-Butyl[(1R,2S)-2-hydroxy-2,3-dihydro-1H-inden-1-yl]methylcarbamate). Yield: 99.0%. RXN SMILES: C[N:2]([C@@H:10]1[C:18]2[C:13](=CC=CC=2)C[C@@H]1OC1CCCCO1)[C:3](=[O:9])[O:4][C:5]([CH3:8])([CH3:7])[CH3:6].[C:26]1([CH3:36])[CH:31]=[CH:30][C:29](S(O)(=O)=O)=[CH:28][CH:27]=1.C([O-])(O)=[O:38].[Na+].O>CO.C(OCC)(=O)C>[C:5]([O:4][C:3](=[O:9])[NH:2][CH2:10][C@H:18]1[C:31]2[C:26](=[CH:27][CH:28]=[CH:29][CH:30]=2)[CH2:36][C@@H:13]1[OH:38])([CH3:6])([CH3:7])[CH3:8] |f:2.3|. Reported procedure: tert-Butyl methyl[(1R,2S)-2-(tetrahydro-2H-pyran-2-yloxy)-2,3-dihydro-1H-inden-1-yl]carbamate (Method 16; 4.0 g, 11.5 mmol) was dissolved in methanol (50 mL), 4-toluene sulphonic acid added and the reaction stirred at ambient temperature for 2 hours. Saturated NaHCO3 (50 mL), water (100 mL) was added and ethyl acetate (100 mL) was added and the mixture stirred for 30 mins. The organic phase was separated, washed with water (50 mL), brine (50 mL) and dried (MgSO4). The volatiles were removed by e...